From a dataset of the Open Reaction Database (ORD), a public repository of structured organic reaction records. describe an organic reaction: reactants, conditions, products, and yield The reactants are COC1=C(C=CC=C1)N1CCNCC1 (1-(2-methoxyphenyl)piperazine), ClC1=C(C=C2C(C(=CN(C2=N1)C1=CC=C(C=C1)F)C(=O)OCC)=O)F (ethyl 7-chloro-6-fluoro-1-(4-fluorophenyl)-1,4-dihydro-4-oxo-1,8-naphthyridine-3carboxylate). The solvent is C(C)O (ethanol). Product: FC=1C=C2C(C(=CN(C2=NC1N1CCN(CC1)C1=C(C=CC=C1)OC)C1=CC=C(C=C1)F)C(=O)O)=O (6-fluoro-1-(4-fluorophenyl)-7-[4-(2-methoxyphenyl)piperazin-1-yl]-1,4-dihydro-4-oxo-1,8-naphthyridine-3-carboxylic acid). Yield: 63.1%. As a reaction SMILES: [CH3:1][O:2][C:3]1[CH:8]=[CH:7][CH:6]=[CH:5][C:4]=1[N:9]1[CH2:14][CH2:13][NH:12][CH2:11][CH2:10]1.Cl[C:16]1[N:25]=[C:24]2[C:19]([C:20](=[O:38])[C:21]([C:33]([O:35]CC)=[O:34])=[CH:22][N:23]2[C:26]2[CH:31]=[CH:30][C:29]([F:32])=[CH:28][CH:27]=2)=[CH:18][C:17]=1[F:39]>C(O)C>[F:39][C:17]1[CH:18]=[C:19]2[C:24](=[N:25][C:16]=1[N:12]1[CH2:13][CH2:14][N:9]([C:4]3[CH:5]=[CH:6][CH:7]=[CH:8][C:3]=3[O:2][CH3:1])[CH2:10][CH2:11]1)[N:23]([C:26]1[CH:27]=[CH:28][C:29]([F:32])=[CH:30][CH:31]=1)[CH:22]=[C:21]([C:33]([OH:35])=[O:34])[C:20]2=[O:38]. Procedure details: In 40 ml of ethanol was dissolved 0.81 g (0.0042 mole) of 1-(2-methoxyphenyl)piperazine, and to the solution was added gradually 1.02 g (0.0028 mole) of ethyl 7-chloro-6-fluoro-1-(4-fluorophenyl)-1,4-dihydro-4-oxo-1,8-naphthyridine-3carboxylate at 30° C. while stirring. After completion of the addition, the mixture was reacted at the same temperature for 4 hours. After the reaction mixture was cooled, crystals precipitated were collected by filtration and washed with ethanol. To the crystals wer... Starting materials: CN(C(=O)Cl)c1ccccc1, C1CN2CCN1CC2, C1CCOC1, O=C1CCC(=O)N1c1ccc(O)nc1. The product is CN(C(=O)Oc1ccc(N2C(=O)CCC2=O)cn1)c1ccccc1. As a reaction SMILES: [CH3:1][N:2]([C:3](=[O:4])[Cl:5])[c:6]1[cH:7][cH:8][cH:9][cH:10][cH:11]1.[N:26]12[CH2:27][CH2:28][N:29]([CH2:30][CH2:31]1)[CH2:32][CH2:33]2.[O:34]1[CH2:35][CH2:36][CH2:37][CH2:38]1.[OH:12][c:13]1[cH:14][cH:15][c:16]([N:19]2[C:20](=[O:25])[CH2:21][CH2:22][C:23]2=[O:24])[cH:17][n:18]1>>[CH3:1][N:2]([C:3](=[O:4])[O:12][c:13]1[cH:14][cH:15][c:16]([N:19]2[C:20](=[O:25])[CH2:21][CH2:22][C:23]2=[O:24])[cH:17][n:18]1)[c:6]1[cH:7][cH:8][cH:9][cH:10][cH:11]1. Starting materials: CCOC(C)=O, CC(C)N, CC#N, CCOC(C)=O, CCN(C(C)C)C(C)C, Fc1ccc(Nc2nc(Cl)nc(Nc3ccccc3)n2)cc1, Cl, O. Yields the product Cl, CC(C)Nc1nc(Nc2ccccc2)nc(Nc2ccc(F)cc2)n1. Reaction SMILES: [C:36]([O:37][CH2:38][CH3:39])(=[O:40])[CH3:41].[CH3:32][CH:33]([NH2:34])[CH3:35].[CH3:43][C:44]#[N:45].[CH3:46][CH2:47][O:48][C:49](=[O:50])[CH3:51].[CH:23]([CH3:24])([CH3:25])[N:26]([CH:27]([CH3:28])[CH3:29])[CH2:30][CH3:31].[Cl:1][c:2]1[n:3][c:4]([NH:16][c:17]2[cH:18][cH:19][cH:20][cH:21][cH:22]2)[n:5][c:6]([NH:8][c:9]2[cH:10][cH:11][c:12]([F:15])[cH:13][cH:14]2)[n:7]1.[ClH:42].[OH2:52]>>[ClH:1].[c:2]1([NH:26][CH:23]([CH3:24])[CH3:25])[n:3][c:4]([NH:16][c:17]2[cH:18][cH:19][cH:20][cH:21][cH:22]2)[n:5][c:6]([NH:8][c:9]2[cH:10][cH:11][c:12]([F:15])[cH:13][cH:14]2)[n:7]1. Starting materials: C1CCOC1, CO, O=c1[nH]cnc2ccc([N+](=O)[O-])cc12, CN(C)C=O. Product: Nc1ccc2nc[nH]c(=O)c2c1. RXN SMILES: [CH2:17]1[O:18][CH2:19][CH2:20][CH2:21]1.[CH3:15][OH:16].[N+:1]([O-:2])(=[O:3])[c:4]1[cH:5][c:6]2[c:7](=[O:14])[nH:8][cH:9][n:10][c:11]2[cH:12][cH:13]1.[O:22]=[CH:23][N:24]([CH3:25])[CH3:26]>>[NH2:1][c:4]1[cH:5][c:6]2[c:7](=[O:14])[nH:8][cH:9][n:10][c:11]2[cH:12][cH:13]1. The reactants are OC1=CC=NC=C1 (4-hydroxypyridine), ClCN1C(C=2C(C1=O)=CC=CC2)=O (N-chloromethylphthalimide), C1CCC2=NCCCN2CC1 (1,8-diazabicyclo[5,4,0]-7-undecene). Solvent: CN(C)C=O (DMF). Run at time 2 hour. Yields the product C1(C=2C(C(N1COC1=CC=NC=C1)=O)=CC=CC2)=O (4-(phthalimidomethyloxy)pyridine). Isolated yield 21.0%. RXN SMILES: [OH:1][C:2]1[CH:7]=[CH:6][N:5]=[CH:4][CH:3]=1.Cl[CH2:9][N:10]1[C:14](=[O:15])[C:13]2=[CH:16][CH:17]=[CH:18][CH:19]=[C:12]2[C:11]1=[O:20].C1CCN2C(=NCCC2)CC1>CN(C=O)C>[C:11]1(=[O:20])[N:10]([CH2:9][O:1][C:2]2[CH:7]=[CH:6][N:5]=[CH:4][CH:3]=2)[C:14](=[O:15])[C:13]2=[CH:16][CH:17]=[CH:18][CH:19]=[C:12]12. Procedure details: To a solution of 4.76 g (50 mmol) of 4-hydroxypyridine and 10.76 g (55 mmol) of N-chloromethylphthalimide in 80 ml of DMF, 8.23 ml (55 mmol) of 1,8-diazabicyclo[5,4,0]-7-undecene was added. The mixture was stirred at room temperature for 2 hours. After the solvent was distilled off, the reaction mixture was poured into water and extracted with ethyl acetate. The precipitate was filtered off. The aqueous layer was further extracted with ethyl acetate. The organic layer was washed with water and d...